Dataset: the Open Reaction Database (ORD), a public repository of structured organic reaction records. Task: describe an organic reaction: reactants, conditions, products, and yield Reactants: C(CC(=O)C)(=O)OCC (ethyl acetoacetate), [H-].[Na+] (sodium hydride), Cl.FC(CCCCCCCCCCCCCCCNC1=CC=C(C(=O)Cl)C=C1)(F)F (4-[15-(trifluoromethyl)pentadecylamino]benzoyl chloride hydrochloride). Solvent: COCCOC (1,2-dimethoxyethane), COCCOC (1,2-dimethoxyethane), COCCOC (1,2-dimethoxyethane). Yields the product FC(CCCCCCCCCCCCCCCNC1=CC=C(C(=O)C(C(=O)OCC)C(=O)C)C=C1)(F)F (Ethyl 2-{4-[15-(trifluoromethyl)pentadecylamino]benzoyl}acetoacetate). As a reaction SMILES: [C:1]([O:7][CH2:8][CH3:9])(=[O:6])[CH2:2][C:3]([CH3:5])=[O:4].[H-].[Na+].Cl.[F:13][C:14]([F:41])([F:40])[CH2:15][CH2:16][CH2:17][CH2:18][CH2:19][CH2:20][CH2:21][CH2:22][CH2:23][CH2:24][CH2:25][CH2:26][CH2:27][CH2:28][CH2:29][NH:30][C:31]1[CH:39]=[CH:38][C:34]([C:35](Cl)=[O:36])=[CH:33][CH:32]=1>COCCOC>[F:13][C:14]([F:41])([F:40])[CH2:15][CH2:16][CH2:17][CH2:18][CH2:19][CH2:20][CH2:21][CH2:22][CH2:23][CH2:24][CH2:25][CH2:26][CH2:27][CH2:28][CH2:29][NH:30][C:31]1[CH:39]=[CH:38][C:34]([C:35]([CH:2]([C:3]([CH3:5])=[O:4])[C:1]([O:7][CH2:8][CH3:9])=[O:6])=[O:36])=[CH:33][CH:32]=1 |f:1.2,3.4|. Reported procedure: A solution of 21.6 g. of ethyl acetoacetate and 10 ml. of 1,2-dimethoxyethane is added to a suspension of 4.0 g. of sodium hydride in 1,2-dimethoxyethane under argon. A solution of 17.3 g. of 4-[15-(trifluoromethyl)pentadecylamino]benzoyl chloride hydrochloride in 1,2-dimethoxyethane is then added. The reaction mixture is refluxed for 5 hours, cooled, poured on ice and extracted with ether. The ether solution is washed with water and saturated sodium chloride solution, dried over anhydrous sodiu... The reactants are O=C([O-])[O-], CC(=O)[O-], CC(=O)[O-], CN1C(=O)C(F)(F)CN(C2CCCC2)c2nc(Cl)ncc21, [Cs+], [Cs+], Nc1cc(F)c(C(=O)O)cc1F, C1COCCO1, [Pd+2]. Product: CN1C(=O)C(F)(F)CN(C2CCCC2)c2nc(Nc3cc(F)c(C(=O)O)cc3F)ncc21. As a reaction SMILES: [C:34](=[O:35])([O-:36])[O-:37].[C:40]([O-:41])(=[O:42])[CH3:43].[C:45]([O-:46])(=[O:47])[CH3:48].[Cl:1][c:2]1[n:3][cH:4][c:5]2[c:6]([n:21]1)[N:7]([CH:16]1[CH2:17][CH2:18][CH2:19][CH2:20]1)[CH2:8][C:9]([F:14])([F:15])[C:10](=[O:13])[N:11]2[CH3:12].[Cs+:38].[Cs+:39].[NH2:22][c:23]1[cH:24][c:25]([F:33])[c:26]([C:27](=[O:28])[OH:29])[cH:30][c:31]1[F:32].[O:49]1[CH2:50][CH2:51][O:52][CH2:53][CH2:54]1.[Pd+2:44]>>[c:2]1([NH:22][c:23]2[cH:24][c:25]([F:33])[c:26]([C:27](=[O:28])[OH:29])[cH:30][c:31]2[F:32])[n:3][cH:4][c:5]2[c:6]([n:21]1)[N:7]([CH:16]1[CH2:17][CH2:18][CH2:19][CH2:20]1)[CH2:8][C:9]([F:14])([F:15])[C:10](=[O:13])[N:11]2[CH3:12]. The reactants are 2-(phenoxy-phenyl)-3-propionitrile, [OH-].[Na+] (sodium hydroxide), CC(C(=O)O)(C(=O)O)C1=CC(=CC=C1)OC1=CC=CC=C1 (α-methyl-α-(3-phenoxy-phenyl)-malonic acid), CC(C1=CC(=CC=C1)OC1=CC=CC=C1)O (α-methyl-3-phenoxy-benzyl alcohol), C(OCC)(OCC)=O (diethyl carbonate), CC(C1=CC(=CC=C1)OC1=CC=CC=C1)Br (α-methyl-3-phenoxy-benzyl bromide), P(Br)(Br)Br (phosphorus tribromide), [C-]#N.[Na+] (sodium cyanide), α-(3-phenoxy-phenyl)-acetic acid diethyl ester, O(C1=CC=CC=C1)C=1C=C(C=CC1)C(C)=O (m-phenoxy-acetophenone), [BH4-].[Na+] (sodium borohydride). The solvent is C(C)O (ethanol), CS(=O)C (dimethyl sulfoxide). Yields the product nitrile, C(C)OC(C(C(=O)OCC)(C1=CC(=CC=C1)OC1=CC=CC=C1)C)=O (α-methyl-α-(3-phenoxyphenyl)-malonic acid diethyl ester). RXN SMILES: [OH-].[Na+].O(C1C=C(C(=O)C)C=CC=1)[C:4]1C=CC=C[CH:5]=1.[CH3:19][CH:20](O)C1C=CC=C(OC2C=CC=CC=2)C=1.[BH4-].[Na+].CC(Br)C1C=CC=C(OC2C=CC=CC=2)C=1.P(Br)(Br)Br.[C-]#N.[Na+].[CH3:60][C:61]([C:68]1[CH:73]=[CH:72][CH:71]=[C:70]([O:74][C:75]2[CH:80]=[CH:79][CH:78]=[CH:77][CH:76]=2)[CH:69]=1)([C:65]([OH:67])=[O:66])[C:62]([OH:64])=[O:63].C(=O)(OCC)OCC>C(O)C.CS(C)=O>[CH2:4]([O:66][C:65](=[O:67])[C:61]([CH3:60])([C:68]1[CH:73]=[CH:72][CH:71]=[C:70]([O:74][C:75]2[CH:80]=[CH:79][CH:78]=[CH:77][CH:76]=2)[CH:69]=1)[C:62]([O:64][CH2:19][CH3:20])=[O:63])[CH3:5] |f:0.1,4.5,8.9|. Procedure details: Several methods are disclosed for the preparation of the compound. The compound has been prepared for example by hydrolysis of 2-(phenoxy-phenyl)-3-propionitrile with sodium hydroxide in 50% aqueous ethanol for 72 hours (Swiss patent specification No. 527 155). The starting nitrile was prepared by methylation of m-phenoxy-acetophenone followed by reduction to α-methyl-3-phenoxy-benzyl alcohol with sodium borohydride and followed by halogenation of the obtained product to α-methyl-3-phenoxy-benzy...